From a dataset of the Open Reaction Database (ORD), a public repository of structured organic reaction records. describe an organic reaction: reactants, conditions, products, and yield Reactants: COC(=O)C(C=1C=CC=CC1)C2CCCCN2.Cl (Methylphenidate hydrochloride), ClC(=O)OCCl (Chloromethyl chloroformate). Isolated yield 79.8%. Procedure: Methylphenidate hydrochloride (1) (2.70 g, 10 mmol) was suspended in DCM (75 mL) and cooled in an ice bath. 4-Dimethylaminopyridine (DMAP) (4.887 g, 40 mmol) was added and the resulting mixture was stirred for 10 min. Chloromethyl chloroformate (3.224 g, 25 mmol) in DCM (10 mL) was added slowly. The ice bath was removed and the reaction was stirred for 5 h at room temperature. Ethyl acetate (250 mL) was added, followed by water (20 mL) to quench the reaction. The ethyl acetate layer was separate... As a reaction SMILES: [CH3:1][O:2][C:3]([CH:5]([CH:12]1[NH:17][CH2:16][CH2:15][CH2:14][CH2:13]1)[C:6]1[CH:7]=[CH:8][CH:9]=[CH:10][CH:11]=1)=[O:4].Cl.Cl[C:20]([O:22][CH2:23][Cl:24])=[O:21]>C(Cl)Cl.CN(C)C1C=CN=CC=1>[CH3:1][O:2][C:3](=[O:4])[CH:5]([CH:12]1[CH2:13][CH2:14][CH2:15][CH2:16][N:17]1[C:20]([O:22][CH2:23][Cl:24])=[O:21])[C:6]1[CH:11]=[CH:10][CH:9]=[CH:8][CH:7]=1 |f:0.1|. Run at time 10 minute. Product: COC(C(C1=CC=CC=C1)C1N(CCCC1)C(=O)OCCl)=O (chloromethyl 2-(2-methoxy-2-oxo-1-phenylethyl)piperidine-1-carboxylate). Run in C(Cl)Cl (DCM), C(Cl)Cl (DCM). Reagents/catalysts: CN(C1=CC=NC=C1)C (4-Dimethylaminopyridine). Reactants: CC(C)(C)OC(=O)OC(=O)OC(C)(C)C (Boc anhydride), NC1=CC=C(C=C1)C1CN(CCO1)C(=O)OC(C)(C)C (tert-Butyl 2-(4-aminophenyl)morpholine-4-carboxylate), CS(=O)(=O)C1=NC=C(C(=N1)CCC1=C(C=CC=C1)CC(=O)OC)C(F)(F)F (methyl 2-(2-(2-(2-(methylsulfonyl)-5-(trifluoromethyl)pyrimidin-4-yl)ethyl)phenyl)acetate), C(=O)(C(F)(F)F)O (TFA). Run in C(C(F)(F)F)O (trifluoroethanol). Reaction conditions: time 18 hour. Product: COC(CC1=C(CCC2=NC(=NC=C2C(F)(F)F)NC2=CC=C(C=C2)C2CN(CCO2)C(=O)OC(C)(C)C)C=CC=C1)=O (tert-Butyl 2-(4-((4-(2-(2-methoxy-2-oxoethyl)phenethyl)-5-(trifluoromethyl)pyrimidin-2-yl)amino)phenyl)morpholine-4-carboxylate). The yield is 42.0%. As a reaction SMILES: [NH2:1][C:2]1[CH:7]=[CH:6][C:5]([CH:8]2[O:13][CH2:12][CH2:11][N:10]([C:14]([O:16][C:17]([CH3:20])([CH3:19])[CH3:18])=[O:15])[CH2:9]2)=[CH:4][CH:3]=1.CS([C:25]1[N:30]=[C:29]([CH2:31][CH2:32][C:33]2[CH:38]=[CH:37][CH:36]=[CH:35][C:34]=2[CH2:39][C:40]([O:42][CH3:43])=[O:41])[C:28]([C:44]([F:47])([F:46])[F:45])=[CH:27][N:26]=1)(=O)=O.C(O)(C(F)(F)F)=O.CC(OC(OC(OC(C)(C)C)=O)=O)(C)C>C(O)C(F)(F)F>[CH3:43][O:42][C:40](=[O:41])[CH2:39][C:34]1[CH:35]=[CH:36][CH:37]=[CH:38][C:33]=1[CH2:32][CH2:31][C:29]1[C:28]([C:44]([F:47])([F:45])[F:46])=[CH:27][N:26]=[C:25]([NH:1][C:2]2[CH:7]=[CH:6][C:5]([CH:8]3[O:13][CH2:12][CH2:11][N:10]([C:14]([O:16][C:17]([CH3:20])([CH3:19])[CH3:18])=[O:15])[CH2:9]3)=[CH:4][CH:3]=2)[N:30]=1. Procedure details: tert-Butyl 2-(4-aminophenyl)morpholine-4-carboxylate (I88) (50 mg, 0.18 mmol) and methyl 2-(2-(2-(2-(methylsulfonyl)-5-(trifluoromethyl)pyrimidin-4-yl)ethyl)phenyl)acetate (I67) (72 mg, 0.18 mmol) were heated in trifluoroethanol (1.2 mL) and TFA (0.12 mL) under microwave irradiation (100° C./20 minutes). The mixture was concentrated, evaporated from toluene and loaded onto a 5 g SCX cartridge in methanol (1 mL). The cartridge was washed with methanol (50 mL), and then eluted with 1% methylamine/...